From a dataset of the Open Reaction Database (ORD), a public repository of structured organic reaction records. describe an organic reaction: reactants, conditions, products, and yield Reaction SMILES: [N:1]1[CH:6]=[CH:5][CH:4]=[C:3]([N:7]=[C:8]=[O:9])[CH:2]=1.[F:10][C:11]([F:22])([F:21])[C:12]1[CH:13]=[C:14]2[C:18](=[CH:19][CH:20]=1)[NH:17][CH2:16][CH2:15]2>>[F:22][C:11]([F:10])([F:21])[C:12]1[CH:13]=[C:14]2[C:18](=[CH:19][CH:20]=1)[N:17]([C:8](=[O:9])[NH:7][C:3]1[CH:2]=[N:1][CH:6]=[CH:5][CH:4]=1)[CH2:16][CH2:15]2. Procedure details: The title compound was prepared as in the method of (Example 2) from 3-pyridylisocyanate and 5-trifluoromethylindoline (D43) to give (E22) (0.12 g, 38%) m.p. 188°-189° C. Product: FC(C=1C=C2CCN(C2=CC1)C(NC=1C=NC=CC1)=O)(F)F (5-Trifluoromethyl-1-(3-pyridylcarbamoyl)indoline). The reactants are N1=CC(=CC=C1)N=C=O (3-pyridylisocyanate), FC(C=1C=C2CCNC2=CC1)(F)F (5-Trifluoromethylindoline). Reactants: COc1ccc(CCl)cc1, CC(C)(CC(=O)O)CC(=O)O, CN(C)C=O, CCOC(C)=O, [Cl-], [H-], [Na+], [Na+]. Yields the product COc1ccc(COC(=O)CC(C)(C)CC(=O)O)cc1. RXN SMILES: [CH3:14][O:15][c:16]1[cH:17][cH:18][c:19]([CH2:20][Cl:21])[cH:22][cH:23]1.[CH3:1][C:2]([CH2:3][C:4](=[O:5])[OH:6])([CH2:7][C:8](=[O:9])[OH:10])[CH3:11].[CH3:24][N:25]([CH3:26])[CH:27]=[O:28].[CH3:31][CH2:32][O:33][C:34](=[O:35])[CH3:36].[Cl-:30].[H-:12].[Na+:13].[Na+:29]>>[CH3:1][C:2]([CH2:3][C:4](=[O:5])[OH:6])([CH2:7][C:8]([O:9][CH2:20][c:19]1[cH:18][cH:17][c:16]([O:15][CH3:14])[cH:23][cH:22]1)=[O:10])[CH3:11]. Procedure: The coupling of (3aS,7S,7aS)-7-(5-amino-2-fluoro-phenyl)-7-methyl-3,3a,7,7a-tetrahydro-1H-2,4-dioxa-6-aza-inden-5-ylamine and 5-(2,2,2-trifluoro-ethoxy)-pyrazine-2-carboxylic acid (prepared as described in Suzuki Y. et al., WO 2009/091 016) following procedure G yielded the title compound as a colorless solid. MS: m/z=470.2 [M+H]+. The product is NC=1O[C@@H]2COC[C@@H]2[C@@](N1)(C)C=1C=C(C=CC1F)NC(=O)C1=NC=C(N=C1)OCC(F)(F)F (5-(2,2,2-Trifluoro-ethoxy)-pyrazine-2-carboxylic acid [3-((3aS,7S,7aS)-5-amino-7-methyl-3,3a,7,7a-tetrahydro-1H-2,4-dioxa-6-aza-inden-7-yl)-4-fluoro-phenyl]-amide). Reaction SMILES: [NH2:1][C:2]1[CH:3]=[CH:4][C:5]([F:19])=[C:6]([C@:8]2([CH3:18])[C@@H:16]3[C@@H:12]([CH2:13][O:14][CH2:15]3)[O:11][C:10]([NH2:17])=[N:9]2)[CH:7]=1.[F:20][C:21]([F:34])([F:33])[CH2:22][O:23][C:24]1[N:25]=[CH:26][C:27]([C:30](O)=[O:31])=[N:28][CH:29]=1>>[NH2:17][C:10]1[O:11][C@H:12]2[C@@H:16]([C@:8]([C:6]3[CH:7]=[C:2]([NH:1][C:30]([C:27]4[CH:26]=[N:25][C:24]([O:23][CH2:22][C:21]([F:33])([F:34])[F:20])=[CH:29][N:28]=4)=[O:31])[CH:3]=[CH:4][C:5]=3[F:19])([CH3:18])[N:9]=1)[CH2:15][O:14][CH2:13]2. Starting materials: NC=1C=CC(=C(C1)[C@]1(N=C(O[C@@H]2COC[C@H]12)N)C)F ((3aS,7S,7aS)-7-(5-amino-2-fluoro-phenyl)-7-methyl-3,3a,7,7a-tetrahydro-1H-2,4-dioxa-6-aza-inden-5-ylamine), FC(COC=1N=CC(=NC1)C(=O)O)(F)F (5-(2,2,2-trifluoro-ethoxy)-pyrazine-2-carboxylic acid). Reactants: CC(C)(C)[SiH2]OC(C)(C)c1cc(C=O)no1, C[Al](C)C, CCCCCCC, [Cl-], ClCCl, Cl, N#N, [NH4+]. Yields the product CC(O)c1cc(C(C)(C)O[SiH2]C(C)(C)C)on1. RXN SMILES: [C:3]([CH3:4])([CH3:5])([CH3:6])[SiH2:7][O:8][C:9]([c:10]1[cH:11][c:12]([CH:15]=[O:16])[n:13][o:14]1)([CH3:17])[CH3:18].[CH3:19][Al:20]([CH3:21])[CH3:22].[CH3:29][CH2:30][CH2:31][CH2:32][CH2:33][CH2:34][CH3:35].[Cl-:23].[Cl:26][CH2:27][Cl:28].[ClH:25].[N:1]#[N:2].[NH4+:24]>>[C:3]([CH3:4])([CH3:5])([CH3:6])[SiH2:7][O:8][C:9]([c:10]1[cH:11][c:12]([CH:15]([OH:16])[CH3:19])[n:13][o:14]1)([CH3:17])[CH3:18]. Reactants: Br, CCCCNc1cc(CBr)cc(S(N)(=O)=O)c1Oc1ccccc1, CO, Nc1ccccc1, O. Product: CCCCNc1cc(CNc2ccccc2)cc(S(N)(=O)=O)c1Oc1ccccc1. RXN SMILES: [BrH:1].[CH2:2]([CH2:3][CH2:4][CH3:5])[NH:6][c:7]1[cH:8][c:9]([CH2:10][Br:11])[cH:12][c:13]([S:22]([NH2:23])(=[O:24])=[O:25])[c:14]1[O:15][c:16]1[cH:17][cH:18][cH:19][cH:20][cH:21]1.[CH3:33][OH:34].[NH2:26][c:27]1[cH:28][cH:29][cH:30][cH:31][cH:32]1.[OH2:35]>>[CH2:2]([CH2:3][CH2:4][CH3:5])[NH:6][c:7]1[cH:8][c:9]([CH2:10][NH:26][c:27]2[cH:28][cH:29][cH:30][cH:31][cH:32]2)[cH:12][c:13]([S:22]([NH2:23])(=[O:24])=[O:25])[c:14]1[O:15][c:16]1[cH:17][cH:18][cH:19][cH:20][cH:21]1. The reactants are CC(=O)[CH-]C(C)=O, CCO[Al](CC)CC, [Ni], O, c1ccc(P(c2ccccc2)c2ccccc2)cc1. The product is O=P(c1ccccc1)(c1ccccc1)c1ccccc1. RXN SMILES: [CH-:30]([C:31](=[O:32])[CH3:33])[C:34](=[O:35])[CH3:36].[CH2:20]([O:22][Al:21]([CH2:23][CH3:24])[CH2:25][CH3:26])[CH3:27].[Ni:29].[O:28].[c:1]1([P:7]([c:8]2[cH:9][cH:10][cH:11][cH:12][cH:13]2)[c:14]2[cH:15][cH:16][cH:17][cH:18][cH:19]2)[cH:2][cH:3][cH:4][cH:5][cH:6]1>>[c:1]1([P:7]([c:8]2[cH:9][cH:10][cH:11][cH:12][cH:13]2)([c:14]2[cH:15][cH:16][cH:17][cH:18][cH:19]2)=[O:22])[cH:2][cH:3][cH:4][cH:5][cH:6]1.